This data is from the Open Reaction Database (ORD), a public repository of structured organic reaction records. The task is: describe an organic reaction: reactants, conditions, products, and yield Starting materials: C(=O)OCC (ethyl formate), [NH4+].[Cl-] (NH4Cl), C(C)(C)(C)P(=O)(C(C)(C)C)C(C1=CC=C(C=C1)Br)(F)F (4-[bis(tert-Butyl)phosphoryl difluoromethyl]-bromobenzene), C(C)(C)(C)P(=O)(C(C)(C)C)C(C1=CC=C(C=C1)Br)(F)F (4-[bis(tert-Butyl)phosphoryl difluoromethyl]-bromobenzene), [Li]CCCC (n-BuLi). The solvent is CCOCC (ether), CCOCC (ether). Reaction conditions: temperature -78 celsius, time 20 minute. Yields the product C(C)(C)(C)P(=O)(C(C)(C)C)C(C1=CC=C(C=O)C=C1)(F)F (4-[bis(tert-Butyl)phosphoryl difluoromethyl]-benzaldehyde). RXN SMILES: [C:1]([P:5]([C:11]([F:20])([F:19])[C:12]1[CH:17]=[CH:16][C:15](Br)=[CH:14][CH:13]=1)([C:7]([CH3:10])([CH3:9])[CH3:8])=[O:6])([CH3:4])([CH3:3])[CH3:2].[Li]CCCC.[CH:26](OCC)=[O:27].[NH4+].[Cl-]>CCOCC>[C:1]([P:5]([C:11]([F:20])([F:19])[C:12]1[CH:17]=[CH:16][C:15]([CH:26]=[O:27])=[CH:14][CH:13]=1)([C:7]([CH3:10])([CH3:9])[CH3:8])=[O:6])([CH3:4])([CH3:3])[CH3:2] |f:3.4|. Procedure: To compound 27 (50 mg, 0.12 mmol ) in anhydrous ether (0.63 mL) at -78° C. under argon was added n-BuLi (1.6M in hexanes, 0.12 mL, 0.19 mmol) and the mixture was stirred at -78° C. (20 minutes). A solution of ethyl formate, 1M in ether (0.25 mmol, 2 eq.) was added and the mixture stirred (0.5 hours at -78° C.). Saturated aqueous NH4Cl (1 mL) was added and the mixture warmed to ambient temperature and extracted with ether (3×1 mL). The combined extracts were dried (MgSO4) and taken to dryness und... Procedure: Sorboyl chloride (3.53 g) was added to a mixture of 4.0 g of N-allylphenethylamine, 25 mL of methylene chloride and 25 mL of 15% aqueous sodium hydroxide, keeping the temperatue below 15°. The mixture was stirred in an ice bath for 1 hour, then at room temperature overnight. The aqueous layer was extracted several times with toluene and the combined organic phases were washed successively with 5% hydrochloric acid, water, and 10% sodium carbonate solution. Removal of the solvents gave 6.37 g of ... Reactants: C(\C=C\C=C\C)(=O)Cl (Sorboyl chloride), C(C=C)NCCC1=CC=CC=C1 (N-allylphenethylamine), [OH-].[Na+] (sodium hydroxide). Yield: 100.6%. Yields the product C(C=C)N(C(\C=C\C=C\C)=O)CCC1=CC=CC=C1 (N-allyl-N-phenethylsorbamide). Reaction SMILES: [C:1](Cl)(=[O:7])/[CH:2]=[CH:3]/[CH:4]=[CH:5]/[CH3:6].[CH2:9]([NH:12][CH2:13][CH2:14][C:15]1[CH:20]=[CH:19][CH:18]=[CH:17][CH:16]=1)[CH:10]=[CH2:11].[OH-].[Na+]>C(Cl)Cl>[CH2:9]([N:12]([CH2:13][CH2:14][C:15]1[CH:16]=[CH:17][CH:18]=[CH:19][CH:20]=1)[C:1](=[O:7])/[CH:2]=[CH:3]/[CH:4]=[CH:5]/[CH3:6])[CH:10]=[CH2:11] |f:2.3|. Conditions: time 1 hour. The solvent is C(Cl)Cl (methylene chloride). Starting materials: OC1=C(C=C(C=C1CN(CC)CC)C)N1N=C2C(=N1)C=CC=C2 (2-(2-Hydroxy-3-diethylaminomethyl-5-methylphenyl)-2H-benzotriazole), OC1=C(C(=O)C2=CC=CC=C2)C=CC(=C1)OCCCCCCCC (2-hydroxy-4-n-octyloxybenzophenone), p-cumene, C[O-].[Na+] (sodium methoxide). Product: N=1N(N=C2C1C=CC=C2)C2=C(C(=CC(=C2)C)CC2=C(C(=CC=C2OCCCCCCCC)C(C2=CC=CC=C2)=O)O)O (2-(Benzotriazol-2-yl)-4-methyl-6-(2-hydroxy-3-benzoyl-6-n-octyloxybenzyl)phenol). Yield: 33.1%. RXN SMILES: [OH:1][C:2]1[C:7]([CH2:8]N(CC)CC)=[CH:6][C:5]([CH3:14])=[CH:4][C:3]=1[N:15]1[N:19]=[C:18]2[CH:20]=[CH:21][CH:22]=[CH:23][C:17]2=[N:16]1.[OH:24][C:25]1[CH:38]=[C:37]([O:39][CH2:40][CH2:41][CH2:42][CH2:43][CH2:44][CH2:45][CH2:46][CH3:47])[CH:36]=[CH:35][C:26]=1[C:27]([C:29]1[CH:34]=[CH:33][CH:32]=[CH:31][CH:30]=1)=[O:28].C[O-].[Na+]>>[N:16]1[N:15]([C:3]2[CH:4]=[C:5]([CH3:14])[CH:6]=[C:7]([CH2:8][C:38]3[C:37]([O:39][CH2:40][CH2:41][CH2:42][CH2:43][CH2:44][CH2:45][CH2:46][CH3:47])=[CH:36][CH:35]=[C:26]([C:27](=[O:28])[C:29]4[CH:34]=[CH:33][CH:32]=[CH:31][CH:30]=4)[C:25]=3[OH:24])[C:2]=2[OH:1])[N:19]=[C:18]2[CH:20]=[CH:21][CH:22]=[CH:23][C:17]=12 |f:2.3|. Procedure: 2-(2-Hydroxy-3-diethylaminomethyl-5-methylphenyl)-2H-benzotriazole (21.0 g, 0.067 mol), 2-hydroxy-4-n-octyloxybenzophenone (22.0 g, 0.067 mol), and p-cumene (80 g) are charged to a reaction flask. The mixture is heated to dissolve, and sodium methoxide (1.0 g, 25% in methanol) is added as catalyst. The solution is heated with agitation under a nitrogen flow at reflux (176°-178° C.) for 24 hours. After cooling to room temperature, the solution is filtered, and the black filtered solid (~1 g) is d... Starting materials: Cl (HCl), C(#N)C1=CC=C(CN(C(NCC(=O)OCC)=O)OCC2=CC=CC=C2)C=C1 (ethyl (3-(4-cyanobenzyl)-3-benzyloxyureido)acetate), C(C)O (ethanol), Cl (HCl). Reaction conditions: temperature -30 celsius, time 24 hour. Yields the product C(C)ON=CC1=CC=C(CN(C(NCC(=O)OCC)=O)OCC2=CC=CC=C2)C=C1 (Ethyl (3-(4-(ethoxyiminomethyl)benzyl)-3-benzyloxyureido)acetate). As a reaction SMILES: [C:1]([C:3]1[CH:27]=[CH:26][C:6]([CH2:7][N:8]([O:18][CH2:19][C:20]2[CH:25]=[CH:24][CH:23]=[CH:22][CH:21]=2)[C:9](=[O:17])[NH:10][CH2:11][C:12]([O:14][CH2:15][CH3:16])=[O:13])=[CH:5][CH:4]=1)#[N:2].Cl.[CH2:29]([OH:31])[CH3:30]>>[CH2:29]([O:31][N:2]=[CH:1][C:3]1[CH:4]=[CH:5][C:6]([CH2:7][N:8]([O:18][CH2:19][C:20]2[CH:21]=[CH:22][CH:23]=[CH:24][CH:25]=2)[C:9](=[O:17])[NH:10][CH2:11][C:12]([O:14][CH2:15][CH3:16])=[O:13])=[CH:26][CH:27]=1)[CH3:30]. Reported procedure: 2.99 g (8.14 mmol) of ethyl (3-(4-cyanobenzyl)-3-benzyloxyureido)acetate are dissolved in 250 ml of ethanol and cooled to -30° C. Dry HCl gas is introduced into the solution. After 24 h, excess HCl gas is driven out by nitrogen and the solvent is removed in vacuo. The residue crystallizes from ethyl acetate/ether. The reactants are IC=1C=C(C(=O)Cl)C=C(C1OC1=CC=C(C=C1)OC)I (3,5-diiodo-4-(4′-methoxyphenoxy)benzoyl chloride), acid chloride, CN (methylamine). Solvent: O1CCCC1 (tetrahydrofuran). Yields the product IC=1C=C(C(=O)NC)C=C(C1OC1=CC=C(C=C1)OC)I (3,5-diiodo-4-(4′-methoxyphenoxy)-N-methyl benzamide). As a reaction SMILES: [I:1][C:2]1[CH:3]=[C:4]([CH:8]=[C:9]([I:20])[C:10]=1[O:11][C:12]1[CH:17]=[CH:16][C:15]([O:18][CH3:19])=[CH:14][CH:13]=1)[C:5](Cl)=[O:6].[CH3:21][NH2:22]>O1CCCC1>[I:1][C:2]1[CH:3]=[C:4]([CH:8]=[C:9]([I:20])[C:10]=1[O:11][C:12]1[CH:17]=[CH:16][C:15]([O:18][CH3:19])=[CH:14][CH:13]=1)[C:5]([NH:22][CH3:21])=[O:6]. Procedure details: 3,5-diiodo-4-(4′-methoxyphenoxy)-N-methyl benzamide (Compound 8) was prepared by way of 3,5-diiodo-4-(4′-methoxyphenoxy)benzoyl chloride (see, Example 1.5). The acid chloride was reacted with excess methylamine in tetrahydrofuran at ambient temperature (1 hour), filtered to remove methylamine-hydrochloride precipitate, the solvent 5 evaporated and the product crystallized from 95% ethanol. Starting materials: O=C([O-])O, ClCCl, COc1nc(C=CC(N)=O)ccc1-n1cnc(C)c1, [Na+], O, COP(=O)(Cl)Cl. The product is COc1nc(C=CC#N)ccc1-n1cnc(C)c1. As a reaction SMILES: [C:26](=[O:27])([OH:28])[O-:29].[CH2:32]([Cl:33])[Cl:34].[CH3:7][O:8][c:9]1[c:10](-[n:20]2[cH:21][n:22][c:23]([CH3:25])[cH:24]2)[cH:11][cH:12][c:13]([CH:15]=[CH:16][C:17](=[O:18])[NH2:19])[n:14]1.[Na+:30].[OH2:31].[P:1]([Cl:2])([Cl:3])([O:4][CH3:5])=[O:6]>>[CH3:7][O:8][c:9]1[c:10](-[n:20]2[cH:21][n:22][c:23]([CH3:25])[cH:24]2)[cH:11][cH:12][c:13]([CH:15]=[CH:16][C:17]#[N:19])[n:14]1. The reactants are ClOC(C)(C)C (t-butyl hypochlorite), C=CC(C)=C (Isoprene), C(C)(=O)O (acetic acid), ClOC(C)(C)C (t-butyl hypochlorite). The solvent is O (water). Product: C(C)(=O)OC(CCl)(C=C)C ((1-chloro-2-methyl-3-butene-2-yl) acetate). Yield: 73.8%. As a reaction SMILES: [CH2:1]=[CH:2][C:3](=[CH2:5])[CH3:4].[C:6]([OH:9])(=[O:8])[CH3:7].[Cl:10]OC(C)(C)C>O>[C:6]([O:9][C:3]([CH3:4])([CH:2]=[CH2:1])[CH2:5][Cl:10])(=[O:8])[CH3:7]. Reported procedure: 82 g (1.2 mol) of Isoprene and 360 g of glacial acetic acid were mixed. With stirring under ice cooling and with keeping an internal temperature at 10°-15° C., 108 g (1.0 mol) of t-butyl hypochlorite were added dropwise therein. The resulting mixture was continuously stirred as it was until the yellow color of said t-butyl hypochlorite disapperared from the reaction liquid. After water (500 ml) was added into the reaction liquid, it was extracted with ether (300 ml×2). After the organic layer wa... Starting materials: CN(C)c1ccncc1, CC(=O)OC(C)=O, NCc1cccnc1, c1ccncc1. The product is CC(=O)NCc1cccnc1. As a reaction SMILES: [CH3:16][N:17]([CH3:18])[c:19]1[cH:20][cH:21][n:22][cH:23][cH:24]1.[CH3:9][C:10](=[O:11])[O:12][C:13](=[O:14])[CH3:15].[NH2:1][CH2:2][c:3]1[cH:4][n:5][cH:6][cH:7][cH:8]1.[cH:25]1[cH:26][cH:27][n:28][cH:29][cH:30]1>>[NH:1]([CH2:2][c:3]1[cH:4][n:5][cH:6][cH:7][cH:8]1)[C:10]([CH3:9])=[O:11].